From a dataset of the Open Reaction Database (ORD), a public repository of structured organic reaction records. describe an organic reaction: reactants, conditions, products, and yield Starting materials: Cl (hydrochloric acid), C(C)(C)(C)OC(=O)N1C2CC3=C(C(CC1)(C2(C)C)C)C=C2C(=C3)OCO2 (8,9-methylenedioxy-6,11,11-trimethyl-1,2,5,6-tetrahydro-4H-2,6-methano-benzo[d]azocine-3-carboxylic acid tert-butyl ester). The solvent is ClCCl (dichloromethane). Conditions: time 2 hour. Yields the product C1OC2=CC3=C(CC4NCCC3(C4(C)C)C)C=C2O1 (8,9-Methylenedioxy-6,11,11-trimethyl-1,2,3,4,5,6-hexahydro-2,6-methano-benzo[d]azocine), Cl (hydrochloric acid). As a reaction SMILES: [ClH:1].C(OC([N:9]1[CH2:16][CH2:15][C:14]2([CH3:20])[C:17]([CH3:19])([CH3:18])[CH:10]1[CH2:11][C:12]1[CH:24]=[C:23]3[O:25][CH2:26][O:27][C:22]3=[CH:21][C:13]=12)=O)(C)(C)C>ClCCl>[CH2:26]1[O:25][C:23]2[C:22](=[CH:21][C:13]3[C:14]4([CH3:20])[C:17]([CH3:18])([CH3:19])[CH:10]([NH:9][CH2:16][CH2:15]4)[CH2:11][C:12]=3[CH:24]=2)[O:27]1.[ClH:1]. Procedure details: Isopropanolic hydrochloric acid (5 mol/L, 0.55 mL) is added to 8,9-methylenedioxy-6,11,11-trimethyl-1,2,5,6-tetrahydro-4H-2,6-methano-benzo[d]azocine-3-carboxylic acid tert-butyl ester (0.19 g) dissolved in dichloromethane (2 mL). The resulting solution is stirred for 2 h at room temperature. Then, the solution is concentrated under reduced pressure to give the title product as its hydrochloric acid salt. Reactants: CC(C)(C)OC(=O)n1nc(CBr)c2ccccc21, Cc1ccccc1, O=C(CN1C(=O)CC(=O)N(c2ccccc2)c2ccccc21)OCc1ccccc1, CN(C)C=O. The product is CC(C)(C)OC(=O)n1nc(CC2C(=O)N(CC(=O)OCc3ccccc3)c3ccccc3N(c3ccccc3)C2=O)c2ccccc21. RXN SMILES: [Br:31][CH2:32][c:33]1[n:34][n:35]([C:42](=[O:43])[O:44][C:45]([CH3:46])([CH3:47])[CH3:48])[c:36]2[cH:37][cH:38][cH:39][cH:40][c:41]12.[CH3:54][c:55]1[cH:56][cH:57][cH:58][cH:59][cH:60]1.[O:1]=[C:2]1[CH2:3][C:4](=[O:30])[N:5]([c:24]2[cH:25][cH:26][cH:27][cH:28][cH:29]2)[c:6]2[c:7]([cH:20][cH:21][cH:22][cH:23]2)[N:8]1[CH2:9][C:10](=[O:11])[O:12][CH2:13][c:14]1[cH:15][cH:16][cH:17][cH:18][cH:19]1.[O:49]=[CH:50][N:51]([CH3:52])[CH3:53]>>[O:1]=[C:2]1[CH:3]([CH2:32][c:33]2[n:34][n:35]([C:42](=[O:43])[O:44][C:45]([CH3:46])([CH3:47])[CH3:48])[c:36]3[cH:37][cH:38][cH:39][cH:40][c:41]23)[C:4](=[O:30])[N:5]([c:24]2[cH:25][cH:26][cH:27][cH:28][cH:29]2)[c:6]2[c:7]([cH:20][cH:21][cH:22][cH:23]2)[N:8]1[CH2:9][C:10](=[O:11])[O:12][CH2:13][c:14]1[cH:15][cH:16][cH:17][cH:18][cH:19]1. Reactants: ClCCl, O=C(Cl)c1ccc(C(F)(F)F)cc1, Nc1cccc(COc2ccc(C(CC(=O)N3C(=O)OCC3Cc3ccccc3)c3ccon3)cc2)c1. Product: O=C(Nc1cccc(COc2ccc(C(CC(=O)N3C(=O)OCC3Cc3ccccc3)c3ccon3)cc2)c1)c1ccc(C(F)(F)F)cc1. Reaction SMILES: [Cl:51][CH2:52][Cl:53].[F:38][C:39]([c:40]1[cH:41][cH:42][c:43]([C:44](=[O:45])[Cl:46])[cH:47][cH:48]1)([F:49])[F:50].[NH2:1][c:2]1[cH:3][c:4]([CH2:5][O:6][c:7]2[cH:8][cH:9][c:10]([CH:13]([CH2:14][C:15](=[O:16])[N:17]3[C:18](=[O:29])[O:19][CH2:20][CH:21]3[CH2:22][c:23]3[cH:24][cH:25][cH:26][cH:27][cH:28]3)[c:30]3[n:31][o:32][cH:33][cH:34]3)[cH:11][cH:12]2)[cH:35][cH:36][cH:37]1>>[NH:1]([c:2]1[cH:3][c:4]([CH2:5][O:6][c:7]2[cH:8][cH:9][c:10]([CH:13]([CH2:14][C:15](=[O:16])[N:17]3[C:18](=[O:29])[O:19][CH2:20][CH:21]3[CH2:22][c:23]3[cH:24][cH:25][cH:26][cH:27][cH:28]3)[c:30]3[n:31][o:32][cH:33][cH:34]3)[cH:11][cH:12]2)[cH:35][cH:36][cH:37]1)[C:44]([c:43]1[cH:42][cH:41][c:40]([C:39]([F:38])([F:49])[F:50])[cH:48][cH:47]1)=[O:45]. Reactants: CCOC(=O)C=CC(C)=Cc1ccc(Cl)cc1Cl, CCO, [Na+], [OH-]. The product is CC(C=CC(=O)O)=Cc1ccc(Cl)cc1Cl. RXN SMILES: [CH2:1]([CH3:2])[O:3][C:4]([CH:5]=[CH:6][C:7](=[CH:8][c:9]1[c:10]([Cl:16])[cH:11][c:12]([Cl:15])[cH:13][cH:14]1)[CH3:17])=[O:18].[CH3:21][CH2:22][OH:23].[Na+:20].[OH-:19]>>[O:3]=[C:4]([CH:5]=[CH:6][C:7](=[CH:8][c:9]1[c:10]([Cl:16])[cH:11][c:12]([Cl:15])[cH:13][cH:14]1)[CH3:17])[OH:18]. Reactants: ClC=1C(NC2=CC=C(C=C2N1)C(=O)OC)=O (methyl 3-chloro-2-oxo-1,2-dihydroquinoxaline-6-carboxylate), CNC(C)C (methyl(propan-2-yl)amine), CCN(C(C)C)C(C)C (DIEA). Run in CS(=O)C (DMSO). Conditions: temperature 70 celsius, time 8 hour. Yields the product CN(C=1C(NC2=CC=C(C=C2N1)C(=O)OC)=O)C(C)C (methyl 3-[methyl(propan-2-yl)amino]-2-oxo-1,2-dihydroquinoxaline-6-carboxylate). Isolated yield 72.2%. RXN SMILES: Cl[C:2]1[C:3](=[O:16])[NH:4][C:5]2[C:10]([N:11]=1)=[CH:9][C:8]([C:12]([O:14][CH3:15])=[O:13])=[CH:7][CH:6]=2.[CH3:17][NH:18][CH:19]([CH3:21])[CH3:20].CCN(C(C)C)C(C)C>CS(C)=O>[CH3:17][N:18]([CH:19]([CH3:21])[CH3:20])[C:2]1[C:3](=[O:16])[NH:4][C:5]2[C:10]([N:11]=1)=[CH:9][C:8]([C:12]([O:14][CH3:15])=[O:13])=[CH:7][CH:6]=2. Procedure details: To a solution of methyl 3-chloro-2-oxo-1,2-dihydroquinoxaline-6-carboxylate (3 g, 12.57 mmol) in DMSO (20 ml) was added methyl(propan-2-yl)amine (1.3 g, 17.77 mmol), and DIEA (3.2 g, 24.76 mmol). The resulting solution was stirred overnight at 70° C. The product was precipitated by the addition of ice/water and collected by filtration to afford methyl 3-[methyl(propan-2-yl)amino]-2-oxo-1,2-dihydroquinoxaline-6-carboxylate as a yellow solid (2.5 g, 72%). Reported procedure: Using an analogous procedure to that described in Example 14, 4-chloro-7-(3-chloropropoxy)-6-methoxyquinazoline was reacted with 4-amino-2,3-methylenedioxypyridine to give the title compound in 68% yield; NMR Spectrum: (DMSOd6) 2.26 (m, 2H), 3.83 (m, 2H), 3.96 (s, 3H), 4.28 (m, 2H), 6.12 (s, 2H), 7.15 (br d, 1H), 7.25 (s, 1H), 7.61 (d, 1H), 7.81 (s, 1H), 8.49 (s, 1H), 9.79 (br s, 1H); Mass Spectrum: M+H+ 389. Yield: 68.0%. Yields the product ClCCCOC1=C(C=C2C(=NC=NC2=C1)NC1=C2C(=NC=C1)OCO2)OC (7-(3-chloropropoxy)-4-(2,3-methylenedioxypyrid-4-ylamino)-6-methoxyquinazoline). Reactants: ClC1=NC=NC2=CC(=C(C=C12)OC)OCCCCl (4-chloro-7-(3-chloropropoxy)-6-methoxyquinazoline), NC1=C2C(=NC=C1)OCO2 (4-amino-2,3-methylenedioxypyridine). Reaction SMILES: Cl[C:2]1[C:11]2[C:6](=[CH:7][C:8]([O:14][CH2:15][CH2:16][CH2:17][Cl:18])=[C:9]([O:12][CH3:13])[CH:10]=2)[N:5]=[CH:4][N:3]=1.[NH2:19][C:20]1[CH:25]=[CH:24][N:23]=[C:22]2[O:26][CH2:27][O:28][C:21]=12>>[Cl:18][CH2:17][CH2:16][CH2:15][O:14][C:8]1[CH:7]=[C:6]2[C:11]([C:2]([NH:19][C:20]3[CH:25]=[CH:24][N:23]=[C:22]4[O:26][CH2:27][O:28][C:21]=34)=[N:3][CH:4]=[N:5]2)=[CH:10][C:9]=1[O:12][CH3:13].